From a dataset of the Open Reaction Database (ORD), a public repository of structured organic reaction records. describe an organic reaction: reactants, conditions, products, and yield Starting materials: Cl, C1COCCO1, CCOC(=O)c1cn(-c2ccc(F)cc2F)c2nc(S(=O)(=O)c3ccccc3)c(F)cc2c1=O. Product: O=C(O)c1cn(-c2ccc(F)cc2F)c2nc(S(=O)(=O)c3ccccc3)c(F)cc2c1=O. Reaction SMILES: [ClH:35].[O:36]1[CH2:37][CH2:38][O:39][CH2:40][CH2:41]1.[c:1]1([S:7](=[O:8])(=[O:9])[c:10]2[c:11]([F:34])[cH:12][c:13]3[c:14](=[O:33])[c:15]([C:28](=[O:29])[O:30][CH2:31][CH3:32])[cH:16][n:17](-[c:20]4[c:21]([F:27])[cH:22][c:23]([F:26])[cH:24][cH:25]4)[c:18]3[n:19]2)[cH:2][cH:3][cH:4][cH:5][cH:6]1>>[c:1]1([S:7](=[O:8])(=[O:9])[c:10]2[c:11]([F:34])[cH:12][c:13]3[c:14](=[O:33])[c:15]([C:28](=[O:29])[OH:30])[cH:16][n:17](-[c:20]4[c:21]([F:27])[cH:22][c:23]([F:26])[cH:24][cH:25]4)[c:18]3[n:19]2)[cH:2][cH:3][cH:4][cH:5][cH:6]1. The reactants are CC(C)CC(NC(=O)C1CCCN1C(=O)NOC(C)(C)C)C(=O)OCc1ccccc1, ClCCl. Yields the product CC(C)CC(NC(=O)C1CCCN1)C(=O)OCc1ccccc1. Reaction SMILES: [CH2:1]([c:2]1[cH:3][cH:4][cH:5][cH:6][cH:7]1)[O:8][C:9]([CH:10]([NH:11][C:12]([CH:13]1[N:14]([C:18](=[O:19])[NH:20][O:21][C:22]([CH3:23])([CH3:24])[CH3:25])[CH2:15][CH2:16][CH2:17]1)=[O:26])[CH2:27][CH:28]([CH3:29])[CH3:30])=[O:31].[Cl:32][CH2:33][Cl:34]>>[CH2:1]([c:2]1[cH:3][cH:4][cH:5][cH:6][cH:7]1)[O:8][C:9]([CH:10]([NH:11][C:12]([CH:13]1[NH:14][CH2:15][CH2:16][CH2:17]1)=[O:26])[CH2:27][CH:28]([CH3:29])[CH3:30])=[O:31]. Starting materials: CC(=O)[O-], CC(=O)[O-], NC(=S)Nc1cc(Cl)ccc1N1CCOCC1, [K+], [OH-], O, O, O, O, [Pb+2]. Yields the product N#CNc1cc(Cl)ccc1N1CCOCC1. RXN SMILES: [C:21]([O-:22])(=[O:23])[CH3:24].[C:26]([O-:27])(=[O:28])[CH3:29].[Cl:1][c:2]1[cH:3][cH:4][c:5]([N:12]2[CH2:13][CH2:14][O:15][CH2:16][CH2:17]2)[c:6]([NH:8][C:9](=[S:10])[NH2:11])[cH:7]1.[K+:31].[OH-:30].[OH2:18].[OH2:19].[OH2:20].[OH2:32].[Pb+2:25]>>[Cl:1][c:2]1[cH:3][cH:4][c:5]([N:12]2[CH2:13][CH2:14][O:15][CH2:16][CH2:17]2)[c:6]([NH:8][C:9]#[N:11])[cH:7]1. Reactants: ClCc1nc2cccnc2s1, c1csc(N2CCNCC2)n1. Product: c1cnc2sc(CN3CCN(c4nccs4)CC3)nc2c1. Reaction SMILES: [Cl:1][CH2:2][c:3]1[s:4][c:5]2[n:6][cH:7][cH:8][cH:9][c:10]2[n:11]1.[s:12]1[c:13]([N:17]2[CH2:18][CH2:19][NH:20][CH2:21][CH2:22]2)[n:14][cH:15][cH:16]1>>[CH2:2]([c:3]1[s:4][c:5]2[n:6][cH:7][cH:8][cH:9][c:10]2[n:11]1)[N:20]1[CH2:19][CH2:18][N:17]([c:13]2[s:12][cH:16][cH:15][n:14]2)[CH2:22][CH2:21]1. Reactants: O=c1ccc2ccc(OCCCBr)cc2o1, COc1ccc2c(c1)OC(CN)CO2, CCN(C(C)C)C(C)C, Cl, CN(C)C=O. Product: COc1ccc2c(c1)OC(CNCCCOc1ccc3ccc(=O)oc3c1)CO2. Reaction SMILES: [Br:16][CH2:17][CH2:18][CH2:19][O:20][c:21]1[cH:22][cH:23][c:24]2[cH:25][cH:26][c:27](=[O:31])[o:28][c:29]2[cH:30]1.[CH3:2][O:3][c:4]1[cH:5][cH:6][c:7]2[c:8]([cH:15]1)[O:9][CH:10]([CH2:13][NH2:14])[CH2:11][O:12]2.[CH:32]([N:33]([CH:34]([CH3:35])[CH3:36])[CH2:37][CH3:38])([CH3:39])[CH3:40].[ClH:1].[O:41]=[CH:42][N:43]([CH3:44])[CH3:45]>>[CH3:2][O:3][c:4]1[cH:5][cH:6][c:7]2[c:8]([cH:15]1)[O:9][CH:10]([CH2:13][NH:14][CH2:17][CH2:18][CH2:19][O:20][c:21]1[cH:22][cH:23][c:24]3[cH:25][cH:26][c:27](=[O:31])[o:28][c:29]3[cH:30]1)[CH2:11][O:12]2.